From a dataset of the Open Reaction Database (ORD), a public repository of structured organic reaction records. describe an organic reaction: reactants, conditions, products, and yield The reactants are ice water, Cl (HCl), C(C)(C)OC1=CC=C(C=O)C=C1 (4-isopropoxybenzaldehyde), CCOC(=O)/C=C/CP(=O)(OCC)OCC (triethyl 4-phosphonocrotonate), [H-].[Na+] (sodium hydride). Solvent: CN(C=O)C (N,N-dimethylformamide). Reaction conditions: time 16 hour. The product is C(C)(C)OC1=CC=C(C=C1)/C=C/C=C/C(=O)OCC (ethyl (E,E)-5-(4-isopropoxyphenyl)-2,4-pentadienoate). Isolated yield 57.6%. Reaction SMILES: [CH:1]([O:4][C:5]1[CH:12]=[CH:11][C:8]([CH:9]=O)=[CH:7][CH:6]=1)([CH3:3])[CH3:2].[CH3:13][CH2:14][O:15][C:16](/[CH:18]=[CH:19]/[CH2:20]P(OCC)(OCC)=O)=[O:17].[H-].[Na+].Cl>CN(C)C=O>[CH:1]([O:4][C:5]1[CH:12]=[CH:11][C:8](/[CH:9]=[CH:20]/[CH:19]=[CH:18]/[C:16]([O:15][CH2:14][CH3:13])=[O:17])=[CH:7][CH:6]=1)([CH3:3])[CH3:2] |f:2.3|. Procedure: To a mixture of 4-isopropoxybenzaldehyde (15.0 g), triethyl 4-phosphonocrotonate (27.3 g) and N,N-dimethylformamide (DMF) (100 ml) was added oily sodium hydride (60%, 4.38 g), and the mixture was stirred for 16 hours at room temperature. The reaction mixture was poured into ice-water, and neutralized with 2N-HCl. The mixture was subjected to extraction with ethyl acetate. The ethyl acetate layer was washed with water and dried over magnesium sulfate (MgSO4). The solvent was distilled off and the... Reactants: C(C1=CC=CC=C1)(=O)C1=C(C=CC(=C1)Cl)NC(CC#C)=O (but-3-ynoic acid (2-benzoyl-4-chloro-phenyl)-amide), C(C1=CC=CC=C1)N=[N+]=[N-] (benzyl azide), O=C1C(O)=C([O-])[C@H](O1)[C@@H](O)CO.[Na+] (sodium ascorbate). Reagents/catalysts: O.O.O.O.O.S(=O)(=O)([O-])[O-].[Cu+2] (copper(II) sulfate pentahydrate). The solvent is C(C)(C)(C)O (tert-butanol). Conditions: temperature 70 celsius, time 15 hour. Product: C(C1=CC=CC=C1)N1N=NC(=C1)C=1C(NC2=CC=C(C=C2C1C1=CC=CC=C1)Cl)=O (3-(1-benzyl-1H-[1,2,3]triazol-4-yl)-6-chloro-4-phenyl-1H-quinolin-2-one). Yield: 82.5%. As a reaction SMILES: [C:1]([C:9]1[CH:14]=[C:13]([Cl:15])[CH:12]=[CH:11][C:10]=1[NH:16][C:17](=[O:21])[CH2:18][C:19]#[CH:20])(=O)[C:2]1[CH:7]=[CH:6][CH:5]=[CH:4][CH:3]=1.[CH2:22]([N:29]=[N+:30]=[N-:31])[C:23]1[CH:28]=[CH:27][CH:26]=[CH:25][CH:24]=1.O=C1O[C@H]([C@H](CO)O)C([O-])=C1O.[Na+]>C(O)(C)(C)C.O.O.O.O.O.S([O-])([O-])(=O)=O.[Cu+2]>[CH2:22]([N:29]1[CH:20]=[C:19]([C:18]2[C:17](=[O:21])[NH:16][C:10]3[C:9]([C:1]=2[C:2]2[CH:7]=[CH:6][CH:5]=[CH:4][CH:3]=2)=[CH:14][C:13]([Cl:15])=[CH:12][CH:11]=3)[N:31]=[N:30]1)[C:23]1[CH:28]=[CH:27][CH:26]=[CH:25][CH:24]=1 |f:2.3,5.6.7.8.9.10.11|. Reported procedure: To a solution of but-3-ynoic acid (2-benzoyl-4-chloro-phenyl)-amide (from Example 7) (0.056 g, 0.188 mmol) in 50% aq. tert-butanol (5 mL) was added benzyl azide (0.07 mL, 0.56 mmol), sodium ascorbate (0.012 g, 0.0564 mmol), and copper(II) sulfate pentahydrate (0.002 g, 5.64 μmol). After stirring at 70° C. for 15 hours, the reaction mixture was partitioned between ethyl acetate (15 mL) and water (15 mL). The aqueous layer was further extracted with ethyl acetate (2×15 mL) and the combined organic... The reactants are CC(=O)O[BH-](OC(C)=O)OC(C)=O, CC(C)=O, CC(=O)O, CCOC(C)=O, CC(Cl)Cl, NC1CCC(N2CCC(CC3(c4cccc(C(F)(F)F)c4)OCCO3)C2=O)C(CS(=O)(=O)c2ccccc2)C1, [Na+]. The product is CC(C)NC1CCC(N2CCC(CC3(c4cccc(C(F)(F)F)c4)OCCO3)C2=O)C(CS(=O)(=O)c2ccccc2)C1. As a reaction SMILES: [C:48]([O:49][BH-:50]([O:51][C:52](=[O:53])[CH3:54])[O:55][C:56](=[O:57])[CH3:58])(=[O:59])[CH3:60].[CH3:40][C:41]([CH3:42])=[O:43].[CH3:44][C:45](=[O:46])[OH:47].[CH3:66][CH2:67][O:68][C:69]([CH3:70])=[O:71].[Cl:62][CH:63]([Cl:64])[CH3:65].[NH2:1][CH:2]1[CH2:3][CH:4]([CH2:30][S:31](=[O:32])(=[O:33])[c:34]2[cH:35][cH:36][cH:37][cH:38][cH:39]2)[CH:5]([N:8]2[C:9](=[O:29])[CH:10]([CH2:13][C:14]3([c:19]4[cH:20][c:21]([C:25]([F:26])([F:27])[F:28])[cH:22][cH:23][cH:24]4)[O:15][CH2:16][CH2:17][O:18]3)[CH2:11][CH2:12]2)[CH2:6][CH2:7]1.[Na+:61]>>[NH:1]([CH:2]1[CH2:3][CH:4]([CH2:30][S:31](=[O:32])(=[O:33])[c:34]2[cH:35][cH:36][cH:37][cH:38][cH:39]2)[CH:5]([N:8]2[C:9](=[O:29])[CH:10]([CH2:13][C:14]3([c:19]4[cH:20][c:21]([C:25]([F:26])([F:27])[F:28])[cH:22][cH:23][cH:24]4)[O:15][CH2:16][CH2:17][O:18]3)[CH2:11][CH2:12]2)[CH2:6][CH2:7]1)[CH:41]([CH3:40])[CH3:42]. Reactants: O (Water), C1=CC=CC=2C3=CC=CC=C3N(C12)C=1C=C(C=C(C1)N1C2=CC=CC=C2C=2C=CC=CC12)C1=NN=C(O1)C=1C=C(C=CC1)O (3-(5-(3,5-dicarbazol-9-ylphenyl)-1,3,4-oxadiazol-2-yl)phenol), C(C(=C)C)(=O)OCCBr (2-bromoethyl methacrylate), C(=O)([O-])[O-].[K+].[K+] (K2CO3). Run in CN(C)C=O (DMF). Reaction conditions: time 21 hour. The product is C(C(=C)C)(=O)OCCOC1=CC(=CC=C1)C=1OC(=NN1)C1=CC(=CC(=C1)N1C2=CC=CC=C2C=2C=CC=CC12)N1C2=CC=CC=C2C=2C=CC=CC12 (2-(3-(5-(3,5-Dicarbazol-9-ylphenyl)-1,3,4-oxadiazol-2-yl)phenoxy)ethyl methacrylate). As a reaction SMILES: [CH:1]1[C:13]2[N:12]([C:14]3[CH:15]=[C:16]([C:33]4[O:37][C:36]([C:38]5[CH:39]=[C:40]([OH:44])[CH:41]=[CH:42][CH:43]=5)=[N:35][N:34]=4)[CH:17]=[C:18]([N:20]4[C:32]5[CH:31]=[CH:30][CH:29]=[CH:28][C:27]=5[C:26]5[C:21]4=[CH:22][CH:23]=[CH:24][CH:25]=5)[CH:19]=3)[C:11]3[C:6](=[CH:7][CH:8]=[CH:9][CH:10]=3)[C:5]=2[CH:4]=[CH:3][CH:2]=1.[C:45]([O:50][CH2:51][CH2:52]Br)(=[O:49])[C:46]([CH3:48])=[CH2:47].C([O-])([O-])=O.[K+].[K+].O>CN(C=O)C>[C:45]([O:50][CH2:51][CH2:52][O:44][C:40]1[CH:41]=[CH:42][CH:43]=[C:38]([C:36]2[O:37][C:33]([C:16]3[CH:15]=[C:14]([N:12]4[C:11]5[CH:10]=[CH:9][CH:8]=[CH:7][C:6]=5[C:5]5[C:13]4=[CH:1][CH:2]=[CH:3][CH:4]=5)[CH:19]=[C:18]([N:20]4[C:32]5[CH:31]=[CH:30][CH:29]=[CH:28][C:27]=5[C:26]5[C:21]4=[CH:22][CH:23]=[CH:24][CH:25]=5)[CH:17]=3)=[N:34][N:35]=2)[CH:39]=1)(=[O:49])[C:46]([CH3:48])=[CH2:47] |f:2.3.4|. Reported procedure: To a solution of 3-(5-(3,5-dicarbazol-9-ylphenyl)-1,3,4-oxadiazol-2-yl)phenol (0.7 g, 1.23 mmol) and 2-bromoethyl methacrylate (0.25 g, 1.30 mmol) in DMF (20.0 ml) was added K2CO3 (2.0 g, 14.47 mmol) at room temperature under stirring. The reaction was carried out at room temperature for 21 h. Water (100.0 ml) was added. Brown solid product was obtained by filtration and washed with methanol. The crude product was purified by silica gel column chromatography using dichloromethane/ethyl acetate (...